Task: describe an organic reaction: reactants, conditions, products, and yield. Dataset: the Open Reaction Database (ORD), a public repository of structured organic reaction records Yields the product CCCc1ccc2c(Nc3cc(Br)ccc3Oc3ccccc3)ccnc2n1. Reaction SMILES: [Br:15][c:16]1[cH:17][cH:18][c:19]([O:23][c:24]2[cH:25][cH:26][cH:27][cH:28][cH:29]2)[c:20]([NH2:22])[cH:21]1.[Cl:1][c:2]1[c:3]2[cH:4][cH:5][c:6]([CH2:12][CH2:13][CH3:14])[n:7][c:8]2[n:9][cH:10][cH:11]1>>[c:2]1([NH:22][c:20]2[c:19]([O:23][c:24]3[cH:25][cH:26][cH:27][cH:28][cH:29]3)[cH:18][cH:17][c:16]([Br:15])[cH:21]2)[c:3]2[cH:4][cH:5][c:6]([CH2:12][CH2:13][CH3:14])[n:7][c:8]2[n:9][cH:10][cH:11]1. Reactants: Nc1cc(Br)ccc1Oc1ccccc1, CCCc1ccc2c(Cl)ccnc2n1.